This data is from the Open Reaction Database (ORD), a public repository of structured organic reaction records. The task is: describe an organic reaction: reactants, conditions, products, and yield Reactants: C(C)I (ethyl iodide), C(C)I (ethyl iodide), C(C)I (ethyl iodide), C(C)(C)(C)C=1C=C(C=C(C1OC)N1C[C@@H]([C@H](C1)OCOC)O)C(C)=O (1-{3-(tert-butyl)-5-[(3S,4S)-3-hydroxy-4-(methoxymethoxy)tetrahydro-1H-1-pyrrolyl]-4-methoxyphenyl}-1-ethanone), C1(=CC=CC=C1)C (toluene), C(C)(=O)OCC (ethyl acetate). Reagents/catalysts: [Br-].C(CCC)[N+](CCCC)(CCCC)CCCC (Tetra-n-butylammonium bromide). Run in O (water). Conditions: time 19 hour. Yields the product C(C)(C)(C)C=1C=C(C=C(C1OC)N1C[C@@H]([C@H](C1)OCOC)OCC)C(C)=O (1-{3-(tert-Butyl)-5-[(3S,4S)-3-ethoxy-4-(methoxymethoxy)tetrahydro-1H-1-pyrrolyl]-4-methoxyphenyl}-1-ethanone). Isolated yield 72.6%. Reaction SMILES: [CH2:1](I)[CH3:2].[C:4]([C:8]1[CH:9]=[C:10]([C:26](=[O:28])[CH3:27])[CH:11]=[C:12]([N:16]2[CH2:20][C@H:19]([O:21][CH2:22][O:23][CH3:24])[C@@H:18]([OH:25])[CH2:17]2)[C:13]=1[O:14][CH3:15])([CH3:7])([CH3:6])[CH3:5].C1(C)C=CC=CC=1.C(OCC)(=O)C>[Br-].C([N+](CCCC)(CCCC)CCCC)CCC.O>[C:4]([C:8]1[CH:9]=[C:10]([C:26](=[O:28])[CH3:27])[CH:11]=[C:12]([N:16]2[CH2:20][C@H:19]([O:21][CH2:22][O:23][CH3:24])[C@@H:18]([O:25][CH2:1][CH3:2])[CH2:17]2)[C:13]=1[O:14][CH3:15])([CH3:7])([CH3:5])[CH3:6] |f:4.5|. Procedure details: Tetra-n-butylammonium bromide (380 mg, 1.18 mmol) and ethyl iodide (0.4 ml, 5.0 mmol) were added to a solution of 1-{3-(tert-butyl)-5-[(3S,4S)-3-hydroxy-4-(methoxymethoxy)tetrahydro-1H-1-pyrrolyl]-4-methoxyphenyl}-1-ethanone (830 mg, 2.36 mmol) in a toluene (5 ml) −50% aqueous NaOH (5 ml) mixed solvent at room temperature in that order and the mixture was stirred for 19 hours. After further adding ethyl iodide (0.2 ml) and stirring for 9 hours, more ethyl iodide (0.2 ml) was added and stirring w... Starting materials: ClC1=NC=2N([C@@H](C(N(C2C=N1)C)=O)CC)C(C)C ((R)-2-Chloro-7-ethyl-8-isopropyl-5-methyl-7,8-dihydropteridin-6(5H)-one), ClC=1C=C(C=C(C1)Cl)C=1NC=CN1 (2-(3,5-dichlorophenyl)-1H-imidazole), C=1C=CC(=CC1)P(C=2C=CC=CC2)C3=CC=C4C=CC=CC4=C3C5=C6C=CC=CC6=CC=C5P(C=7C=CC=CC7)C=8C=CC=CC8 (BINAP), C(=O)([O-])[O-].[Cs+].[Cs+] (Cs2CO3). The reagents and catalysts are C=1C=CC(=CC1)/C=C/C(=O)/C=C/C2=CC=CC=C2.C=1C=CC(=CC1)/C=C/C(=O)/C=C/C2=CC=CC=C2.C=1C=CC(=CC1)/C=C/C(=O)/C=C/C2=CC=CC=C2.[Pd].[Pd] (Pd2(dba)3), C=1C=CC(=CC1)/C=C/C(=O)/C=C/C2=CC=CC=C2.C=1C=CC(=CC1)/C=C/C(=O)/C=C/C2=CC=CC=C2.C=1C=CC(=CC1)/C=C/C(=O)/C=C/C2=CC=CC=C2.[Pd].[Pd] (Pd2(dba)3). Run in CCOC(=O)C (EtOAc), O1CCOCC1 (dioxane). Run at temperature 150 celsius, time 0.5 hour. Yields the product ClC=1C=C(C=C(C1)Cl)C=1N(C=CN1)C1=NC=2N([C@@H](C(N(C2C=N1)C)=O)CC)C(C)C ((R)-2-(2-(3,5-dichlorophenyl)-1H-imidazol-1-yl)-7-ethyl-8-isopropyl-5-methyl-7,8-dihydropteridin-6(5H)-one). Yield: 22.5%. RXN SMILES: Cl[C:2]1[N:11]=[CH:10][C:9]2[N:8]([CH3:12])[C:7](=[O:13])[C@@H:6]([CH2:14][CH3:15])[N:5]([CH:16]([CH3:18])[CH3:17])[C:4]=2[N:3]=1.[Cl:19][C:20]1[CH:21]=[C:22]([C:27]2[NH:28][CH:29]=[CH:30][N:31]=2)[CH:23]=[C:24]([Cl:26])[CH:25]=1.C1C=CC(P(C2C(C3C(P(C4C=CC=CC=4)C4C=CC=CC=4)=CC=C4C=3C=CC=C4)=C3C(C=CC=C3)=CC=2)C2C=CC=CC=2)=CC=1.C([O-])([O-])=O.[Cs+].[Cs+]>CCOC(C)=O.C1C=CC(/C=C/C(/C=C/C2C=CC=CC=2)=O)=CC=1.C1C=CC(/C=C/C(/C=C/C2C=CC=CC=2)=O)=CC=1.C1C=CC(/C=C/C(/C=C/C2C=CC=CC=2)=O)=CC=1.[Pd].[Pd].O1CCOCC1>[Cl:26][C:24]1[CH:23]=[C:22]([C:27]2[N:31]([C:2]3[N:11]=[CH:10][C:9]4[N:8]([CH3:12])[C:7](=[O:13])[C@@H:6]([CH2:14][CH3:15])[N:5]([CH:16]([CH3:18])[CH3:17])[C:4]=4[N:3]=3)[CH:30]=[CH:29][N:28]=2)[CH:21]=[C:20]([Cl:19])[CH:25]=1 |f:3.4.5,7.8.9.10.11|. Reported procedure: A 5 mL microwave vial was charged with Intermediate C (50 mg, 0.19 mmol), 2-(3,5-dichlorophenyl)-1H-imidazole (80 mg, 0.37 mmol), Pd2(dba)3 (35 mg, 0.04 mmol), BINAP (50 mg, 0.08 mmol), Cs2CO3 (120 mg, 0.37 mmol), and 2 mL of dioxane. The vial was sealed and heated in a microwave to 150° C. for 0.5 h. An additional 20 mg of Pd2(dba)3 was added, and the reaction mix was brought to 150° C. in the microwave again for 0.5 h to drive the reaction to completion. Upon cooling to 23° C., the reaction mi... Reactants: [Ru(CH3CN)3(triphos)](CF3SO3)2 , C(C(O)CC(=O)OC)(=O)OC (dimethyl DL-malate), C(C(CCO)O)O (1,2,4-butanetriol). Solvent: CO (methanol). Reaction conditions: time 5 minute. The product is OC1CC(=O)OC1 (β-hydroxy-γ-butyrolactone), OC(CC(=O)OC)CO (methyl 3,4-dihydroxybutanoate). As a reaction SMILES: [C:1](OC)(=[O:9])[CH:2]([CH2:4][C:5]([O:7][CH3:8])=[O:6])[OH:3].C(O)C(O)CCO>CO>[OH:3][CH:2]1[CH2:8][O:7][C:5](=[O:6])[CH2:4]1.[OH:3][CH:2]([CH2:1][OH:9])[CH2:4][C:5]([O:7][CH3:8])=[O:6]. Procedure details: [Ru(CH3CN)3(triphos)](CF3SO3)2 (11.5 mg), dimethyl DL-malate (0.65 g), and 1.0 ml of methanol were added into a 20-ml Schlenk tube under an argon atmosphere, and the mixture was stirred for 5 minutes at room temperature. This liquid was transferred to a 100-ml autoclave having a stirrer placed inside, under an argon atmosphere. The autoclave was purged with hydrogen, and then hydrogen was further included in the autoclave up to 4.0 MPa. The contents of the autoclave were heated and stirred at 10... Reactants: C(=O)([O-])[O-].[K+].[K+] (K2CO3), CC(CNCCNCC(C)(C)SC(C1=CC=CC=C1)(C1=CC=CC=C1)C1=CC=CC=C1)(C)SC(C1=CC=CC=C1)(C1=CC=CC=C1)C1=CC=CC=C1 (N,N'-bis(2-methyl-2-triphenylmethylthiopropyl)ethylenediamine), BrCCCCC(=O)OCC (ethyl 5-bromovalerate). Run in CC#N (CH3CN). Product: C(=O)(OCC)CCCCCN(CCNCC(C)(C)SC(C1=CC=CC=C1)(C1=CC=CC=C1)C1=CC=CC=C1)CC(C)(SC(C1=CC=CC=C1)(C1=CC=CC=C1)C1=CC=CC=C1)C (N-(5-carboethoxypentyl)-N,N'-bis(2-methyl-2-triphenylmethylthiopropyl)ethylenediamine). Isolated yield 64.6%. RXN SMILES: [C:1]([O-])([O-])=O.[K+].[K+].[CH3:7][C:8]([S:39][C:40]([C:53]1[CH:58]=[CH:57][CH:56]=[CH:55][CH:54]=1)([C:47]1[CH:52]=[CH:51][CH:50]=[CH:49][CH:48]=1)[C:41]1[CH:46]=[CH:45][CH:44]=[CH:43][CH:42]=1)([CH3:38])[CH2:9][NH:10][CH2:11][CH2:12][NH:13][CH2:14][C:15]([S:18][C:19]([C:32]1[CH:37]=[CH:36][CH:35]=[CH:34][CH:33]=1)([C:26]1[CH:31]=[CH:30][CH:29]=[CH:28][CH:27]=1)[C:20]1[CH:25]=[CH:24][CH:23]=[CH:22][CH:21]=1)([CH3:17])[CH3:16].Br[CH2:60][CH2:61][CH2:62][CH2:63][C:64]([O:66][CH2:67][CH3:68])=[O:65]>CC#N>[C:64]([CH2:63][CH2:62][CH2:61][CH2:60][CH2:1][N:10]([CH2:9][C:8]([CH3:7])([S:39][C:40]([C:53]1[CH:58]=[CH:57][CH:56]=[CH:55][CH:54]=1)([C:47]1[CH:48]=[CH:49][CH:50]=[CH:51][CH:52]=1)[C:41]1[CH:42]=[CH:43][CH:44]=[CH:45][CH:46]=1)[CH3:38])[CH2:11][CH2:12][NH:13][CH2:14][C:15]([S:18][C:19]([C:20]1[CH:25]=[CH:24][CH:23]=[CH:22][CH:21]=1)([C:26]1[CH:31]=[CH:30][CH:29]=[CH:28][CH:27]=1)[C:32]1[CH:33]=[CH:34][CH:35]=[CH:36][CH:37]=1)([CH3:16])[CH3:17])([O:66][CH2:67][CH3:68])=[O:65] |f:0.1.2|. Procedure: K2CO3 (1.92 g, 13.9 mmol, 100 mol %) was added to N,N'-bis(2-methyl-2-triphenylmethylthiopropyl)ethylenediamine (10.03 g, 13.9 mmol) in CH3CN (60 mL), followed by ethyl 5-bromovalerate (3.30 mL, 20.8 mmol, 150 mol %). The reaction was heated at reflux under argon overnight. The solution was then concentrated to a paste and partitioned between 0.25M KOH (100 mL) and ethyl acetate (100 mL). The aqueous layer was extracted with ethyl acetate 1×50 mL) and the combined ethyl acetate layers were washe...